Dataset: the Open Reaction Database (ORD), a public repository of structured organic reaction records. Task: describe an organic reaction: reactants, conditions, products, and yield Reactants: CCOC(=O)c1ccc(Br)cc1, [Li]CCCC, C#Cc1ccc2c(c1)C(C)(C)CCO2, CCCCCC, [Cl-], [Cl-], C1CCOC1, [Zn+2]. The product is CCOC(=O)c1ccc(C#Cc2ccc3c(c2)C(C)(C)CCO3)cc1. As a reaction SMILES: [Br:20][c:21]1[cH:22][cH:23][c:24]([C:25](=[O:26])[O:27][CH2:28][CH3:29])[cH:30][cH:31]1.[CH2:15]([Li:16])[CH2:17][CH2:18][CH3:19].[CH3:1][C:2]1([CH3:14])[CH2:3][CH2:4][O:5][c:6]2[cH:7][cH:8][c:9]([C:12]#[CH:13])[cH:10][c:11]21.[CH3:37][CH2:38][CH2:39][CH2:40][CH2:41][CH3:42].[Cl-:43].[Cl-:45].[O:32]1[CH2:33][CH2:34][CH2:35][CH2:36]1.[Zn+2:44]>>[CH3:1][C:2]1([CH3:14])[CH2:3][CH2:4][O:5][c:6]2[cH:7][cH:8][c:9]([C:12]#[C:13][c:21]3[cH:22][cH:23][c:24]([C:25](=[O:26])[O:27][CH2:28][CH3:29])[cH:30][cH:31]3)[cH:10][c:11]21. The reactants are N[C@@H]1CC[C@H](CC1)NC(=O)C1=CNC2=C1N=CN=C2C2=C(C=CC=1OCOC12)OCC1CC1 (trans-4-(5-Cyclopropylmethoxy-benzo[1,3]dioxol-4-yl)-5H-pyrrolo[3,2-d]pyrimidine-7-carboxylic acid (4-amino-cyclohexyl)-amide), COCC(=O)Cl (methoxy-acetyl chloride). Yields the product COCC(=O)N[C@@H]1CC[C@H](CC1)NC(=O)C1=CNC2=C1N=CN=C2C2=C(C=CC=1OCOC12)OCC1CC1 (trans-4-(5-Cyclopropylmethoxy-benzo[1,3]dioxol-4-yl)-5H-pyrrolo[3,2-d]pyrimidine-7-carboxylic acid [4-(2-methoxy-acetylamino)-cyclohexyl]-amide). Reaction SMILES: [NH2:1][C@H:2]1[CH2:7][CH2:6][C@H:5]([NH:8][C:9]([C:11]2[C:15]3[N:16]=[CH:17][N:18]=[C:19]([C:20]4[C:28]5[O:27][CH2:26][O:25][C:24]=5[CH:23]=[CH:22][C:21]=4[O:29][CH2:30][CH:31]4[CH2:33][CH2:32]4)[C:14]=3[NH:13][CH:12]=2)=[O:10])[CH2:4][CH2:3]1.[CH3:34][O:35][CH2:36][C:37](Cl)=[O:38]>>[CH3:34][O:35][CH2:36][C:37]([NH:1][C@H:2]1[CH2:7][CH2:6][C@H:5]([NH:8][C:9]([C:11]2[C:15]3[N:16]=[CH:17][N:18]=[C:19]([C:20]4[C:28]5[O:27][CH2:26][O:25][C:24]=5[CH:23]=[CH:22][C:21]=4[O:29][CH2:30][CH:31]4[CH2:33][CH2:32]4)[C:14]=3[NH:13][CH:12]=2)=[O:10])[CH2:4][CH2:3]1)=[O:38]. Procedure: Starting from trans-4-(5-Cyclopropylmethoxy-benzo[1,3]dioxol-4-yl)-5H-pyrrolo[3,2-d]pyrimidine-7-carboxylic acid (4-amino-cyclohexyl)-amide (example A140) and methoxy-acetyl chloride the title compound is obtained as colorless solid.